Dataset: the Open Reaction Database (ORD), a public repository of structured organic reaction records. Task: describe an organic reaction: reactants, conditions, products, and yield Starting materials: [H-].[Na+] (sodium hydride), ClC1=C(COC2=CC3=C(C(CO3)C(=O)OC)C=C2)C=CC(=C1)Cl (methyl 6-((2,4-dichlorobenzyl)oxy)-2,3-dihydro-1-benzofuran-3-carboxylate), C=O (paraformaldehyde). The solvent is CN(C)C=O (DMF). Run at time 30 minute. Yields the product ClC1=C(COC2=CC3=C(C(CO3)(C(=O)OC)O)C=C2)C=CC(=C1)Cl (Methyl 6-((2,4-dichlorobenzyl)oxy)-3-hydroxy-2,3-dihydro-1-benzofuran-3-carboxylate). Yield: 9.9%. Reaction SMILES: [Cl:1][C:2]1[CH:22]=[C:21]([Cl:23])[CH:20]=[CH:19][C:3]=1[CH2:4][O:5][C:6]1[CH:18]=[CH:17][C:9]2[CH:10]([C:13]([O:15][CH3:16])=[O:14])[CH2:11][O:12][C:8]=2[CH:7]=1.[H-].[Na+].C=[O:27]>CN(C=O)C>[Cl:1][C:2]1[CH:22]=[C:21]([Cl:23])[CH:20]=[CH:19][C:3]=1[CH2:4][O:5][C:6]1[CH:18]=[CH:17][C:9]2[C:10]([OH:27])([C:13]([O:15][CH3:16])=[O:14])[CH2:11][O:12][C:8]=2[CH:7]=1 |f:1.2|. Procedure: To a mixture of methyl 6-((2,4-dichlorobenzyl)oxy)-2,3-dihydro-1-benzofuran-3-carboxylate (120 mg) in DMF (dry) (3.4 mL) was added sodium hydride (15.0 mg) at 0° C. After stirring for 30 min, to the mixture was added paraformaldehyde (20.4 mg) at 0° C. The mixture was stirred at room temperature under nitrogen atmosphere for 2 h. The mixture was quenched with saturated aqueous NH4Cl at 0° C. and extracted with EtOAc. The organic layer was separated, washed successively with water and brine, drie... Starting materials: C1(=CC=CC=C1)C1=CC=C(CBr)C=C1 (4-phenylbenzyl bromide), OC1=CC=C(C=C1)C(CC)O (4-hydroxy-phenylpropanol), C([O-])([O-])=O.[K+].[K+] (potassium carbonate). The solvent is C(CCC)#N (butyronitrile). Product: C1(=CC=C(C=C1)COC1=CC=C(C=C1)CCCO)C1=CC=CC=C1 (3-[4-(1,1′-Biphenyl-4-ylmethoxy)phenyl]-1-propanol). Reaction SMILES: [C:1]1([C:7]2[CH:14]=[CH:13][C:10]([CH2:11]Br)=[CH:9][CH:8]=2)[CH:6]=[CH:5][CH:4]=[CH:3][CH:2]=1.[OH:15][C:16]1[CH:21]=[CH:20][C:19]([CH:22](O)[CH2:23][CH3:24])=[CH:18][CH:17]=1.C(=O)([O-])[O-:27].[K+].[K+]>C(#N)CCC>[C:7]1([C:1]2[CH:6]=[CH:5][CH:4]=[CH:3][CH:2]=2)[CH:14]=[CH:13][C:10]([CH2:11][O:15][C:16]2[CH:21]=[CH:20][C:19]([CH2:22][CH2:23][CH2:24][OH:27])=[CH:18][CH:17]=2)=[CH:9][CH:8]=1 |f:2.3.4|. Procedure: 12.8 g (41.4 mmol) of 4-phenylbenzyl bromide, 6.94 g (45.6 mmol) of 4-hydroxy-phenylpropanol and 6.87 g (49.7 mmol) of potassium carbonate are stirred in 50 ml of butyronitrile at 120° C. for 6 hours. Cooling to room temperature is followed by removal of the inorganic salts by filtration with suction and concentration in vacuo. The crude product is purified by chromatography on silica gel 60 (mobile phase gradient cyclohexane-->cyclohexane/ethyl acetate 60:40). 4.90 g (37% of theory) of product ... Starting materials: CC(=O)OO, ClC(Cl)Cl, O=[N+]([O-])c1cc(C(F)(F)F)cc2sc(=S)sc12. Yields the product O=S=c1sc2cc(C(F)(F)F)cc([N+](=O)[O-])c2s1. RXN SMILES: [C:18]([O:19][OH:21])(=[O:20])[CH3:22].[CH:23]([Cl:24])([Cl:25])[Cl:26].[N+:1](=[O:2])([O-:3])[c:4]1[cH:5][c:6]([C:14]([F:15])([F:16])[F:17])[cH:7][c:8]2[s:9][c:10](=[S:13])[s:11][c:12]12>>[N+:1](=[O:2])([O-:3])[c:4]1[cH:5][c:6]([C:14]([F:15])([F:16])[F:17])[cH:7][c:8]2[s:9][c:10](=[S:13]=[O:20])[s:11][c:12]12. Starting materials: ClC1=CC2=C(C(=N1)C=1C=NC=C(C1)Cl)N(C(=N2)C(O)C2=NC=CC=C2F)C[C@@H]2CC[C@H](CC2)C ({6-chloro-4-(5-chloropyridin-3-yl)-3-[(trans-4-methylcyclohexyl)methyl]-3H-imidazo[4,5-c]pyridin-2-yl}(3-fluoropyridin-2-yl)methanol), CC(=O)OI1(C=2C=CC=CC2C(=O)O1)(OC(=O)C)OC(=O)C (Dess-Martin periodinane). Run in ClCCl (dichloromethane), ClCCl (dichloromethane). Reaction conditions: time 2 hour. Yields the product ClC1=NC(=C2C(=C1)N=C(N2C[C@@H]2CC[C@H](CC2)C)C(=O)C2=NC=CC=C2F)C=2C=NC=C(C2)Cl ({6-chloro-4-(5-chloropyridin-3-yl)-3-[(trans-4-methylcyclohexyl)methyl]-3H-imidazo[4,5-d]pyridin-2-yl}(3-fluoropyridin-2-yl)methanone). As a reaction SMILES: [Cl:1][C:2]1[N:7]=[C:6]([C:8]2[CH:9]=[N:10][CH:11]=[C:12]([Cl:14])[CH:13]=2)[C:5]2[N:15]([CH2:27][C@H:28]3[CH2:33][CH2:32][C@H:31]([CH3:34])[CH2:30][CH2:29]3)[C:16]([CH:18]([C:20]3[C:25]([F:26])=[CH:24][CH:23]=[CH:22][N:21]=3)[OH:19])=[N:17][C:4]=2[CH:3]=1.CC(OI1(OC(C)=O)(OC(C)=O)OC(=O)C2C=CC=CC1=2)=O>ClCCl>[Cl:1][C:2]1[CH:3]=[C:4]2[N:17]=[C:16]([C:18]([C:20]3[C:25]([F:26])=[CH:24][CH:23]=[CH:22][N:21]=3)=[O:19])[N:15]([CH2:27][C@H:28]3[CH2:29][CH2:30][C@H:31]([CH3:34])[CH2:32][CH2:33]3)[C:5]2=[C:6]([C:8]2[CH:9]=[N:10][CH:11]=[C:12]([Cl:14])[CH:13]=2)[N:7]=1. Procedure: To a stirred solution of {6-chloro-4-(5-chloropyridin-3-yl)-3-[(trans-4-methylcyclohexyl)methyl]-3H-imidazo[4,5-c]pyridin-2-yl}(3-fluoropyridin-2-yl)methanol (807 mg, 1.61 mmol) in dichloromethane (15 mL) was added Dess-Martin periodinane (2.7 g, 6.45 mmoL) at 0° C. Then reaction was gradually warmed to room temperature and stirred for 2 hours. The reaction mixture was diluted with dichloromethane (15 mL), quenched with aqueous saturated NaHCO3 solution (40 mL), and extracted with dichloromethan... The reactants are CC#N, Cn1ccc2c1C(=NO)CN(CCCCl)S2(=O)=O, Fc1ccc(N2CCNCC2)cc1, [I-], [Na+], [Na+], O=C([O-])O. Product: Cn1ccc2c1C(=NO)CN(CCCN1CCN(c3ccc(F)cc3)CC1)S2(=O)=O. RXN SMILES: [CH3:39][C:40]#[N:41].[Cl:1][CH2:2][CH2:3][CH2:4][N:5]1[S:6](=[O:17])(=[O:18])[c:7]2[c:8]([n:13]([CH3:16])[cH:14][cH:15]2)[C:9](=[N:11][OH:12])[CH2:10]1.[F:19][c:20]1[cH:21][cH:22][c:23]([N:26]2[CH2:27][CH2:28][NH:29][CH2:30][CH2:31]2)[cH:24][cH:25]1.[I-:38].[Na+:32].[Na+:37].[OH:33][C:34](=[O:35])[O-:36]>>[CH2:2]([CH2:3][CH2:4][N:5]1[S:6](=[O:17])(=[O:18])[c:7]2[c:8]([n:13]([CH3:16])[cH:14][cH:15]2)[C:9](=[N:11][OH:12])[CH2:10]1)[N:29]1[CH2:28][CH2:27][N:26]([c:23]2[cH:22][cH:21][c:20]([F:19])[cH:25][cH:24]2)[CH2:31][CH2:30]1. Starting materials: C1=C(C=CC2=CC=CC=C12)C=1C(=NC=CC1)N (3-(naphthalen-2-yl)pyridin-2-amine), O (water), [H-].[Na+] (sodium hydride), ClCCS(=O)(=O)Cl (2-chloroethanesulfonyl chloride). The solvent is C1CCOC1 (THF), CCCCCC (hexane), C1CCOC1 (THF). Yields the product C1=C(C=CC2=CC=CC=C12)C1=CC=CN2C1=NS(CC2)(=O)=O (9-naphthalen-2-yl-3,4-dihydropyrido[2,1-c][1,2,4]thiadiazine 2,2-dioxide). Isolated yield 71.8%. As a reaction SMILES: [H-].[Na+].Cl[CH2:4][CH2:5][S:6](Cl)(=[O:8])=[O:7].[CH:10]1[C:19]2[C:14](=[CH:15][CH:16]=[CH:17][CH:18]=2)[CH:13]=[CH:12][C:11]=1[C:20]1[C:21]([NH2:26])=[N:22][CH:23]=[CH:24][CH:25]=1.O>C1COCC1.CCCCCC>[CH:10]1[C:19]2[C:14](=[CH:15][CH:16]=[CH:17][CH:18]=2)[CH:13]=[CH:12][C:11]=1[C:20]1[C:21]2=[N:26][S:6](=[O:8])(=[O:7])[CH2:5][CH2:4][N:22]2[CH:23]=[CH:24][CH:25]=1 |f:0.1|. Procedure: To a suspension of 60% sodium hydride (0.79 g) in THF (20 mL) was added 2-chloroethanesulfonyl chloride (1.93 g) under ice-cooling. The reaction mixture was stirred under ice-cooling for 5 min. Then, a solution of 3-(naphthalen-2-yl)pyridin-2-amine (0.87 g) in THF (20 mL) was added. The reaction mixture was stirred at room temperature overnight and at 50° C. for 1 hr, and water and hexane were added under ice-cooling. The resulting solid was collected by filtration, washed with diisopropyl ether... Starting materials: CC(=O)OCC1OC(OCCOCCOCCCl)C(OC(C)=O)C(OC(C)=O)C1OC(C)=O, CCOC(C)=O, [N-]=[N+]=[N-], [Na+], CN(C)C=O. Product: CC(=O)OCC1OC(OCCOCCOCCN=[N+]=[N-])C(OC(C)=O)C(OC(C)=O)C1OC(C)=O. As a reaction SMILES: [C:1]([CH3:2])(=[O:3])[O:4][CH:5]1[CH:6]([O:7][CH2:8][CH2:9][O:10][CH2:11][CH2:12][O:13][CH2:14][CH2:15][Cl:16])[O:17][CH:18]([CH2:29][O:30][C:31]([CH3:32])=[O:33])[CH:19]([O:25][C:26]([CH3:27])=[O:28])[CH:20]1[O:21][C:22]([CH3:23])=[O:24].[CH3:43][CH2:44][O:45][C:46]([CH3:47])=[O:48].[N-:35]=[N+:36]=[N-:37].[Na+:34].[O:38]=[CH:39][N:40]([CH3:41])[CH3:42]>>[C:1]([CH3:2])(=[O:3])[O:4][CH:5]1[CH:6]([O:7][CH2:8][CH2:9][O:10][CH2:11][CH2:12][O:13][CH2:14][CH2:15][N:35]=[N+:36]=[N-:37])[O:17][CH:18]([CH2:29][O:30][C:31]([CH3:32])=[O:33])[CH:19]([O:25][C:26]([CH3:27])=[O:28])[CH:20]1[O:21][C:22]([CH3:23])=[O:24].